Task: describe an organic reaction: reactants, conditions, products, and yield. Dataset: the Open Reaction Database (ORD), a public repository of structured organic reaction records The reactants are ClC1=CC(=NC2=CC=C(C=C12)CO)N1CCS(C2=C(C1)C=CC=C2)(=O)=O ([4-chloro-2-(1,1-dioxido-2,3-dihydro-1,4-benzothiazepin-4(5H)-yl)quinolin-6-yl]methanol), O1CC(C1)(CN)CN (oxetane-3,3-diyldimethanamine). Yields the product NCC1(COC1)CNC1=CC(=NC2=CC=C(C=C12)CO)N1CCS(C2=C(C1)C=CC=C2)(=O)=O ([4-({[3-(Aminomethyl)oxetan-3-yl]methyl}amino)-2-(1,1-dioxido-2,3-dihydro-1,4-benzothiazepin-4(5H)-yl)quinolin-6-yl]methanol). RXN SMILES: Cl[C:2]1[C:11]2[C:6](=[CH:7][CH:8]=[C:9]([CH2:12][OH:13])[CH:10]=2)[N:5]=[C:4]([N:14]2[CH2:20][C:19]3[CH:21]=[CH:22][CH:23]=[CH:24][C:18]=3[S:17](=[O:26])(=[O:25])[CH2:16][CH2:15]2)[CH:3]=1.[O:27]1[CH2:30][C:29]([CH2:33][NH2:34])([CH2:31][NH2:32])[CH2:28]1>>[NH2:32][CH2:31][C:29]1([CH2:33][NH:34][C:2]2[C:11]3[C:6](=[CH:7][CH:8]=[C:9]([CH2:12][OH:13])[CH:10]=3)[N:5]=[C:4]([N:14]3[CH2:20][C:19]4[CH:21]=[CH:22][CH:23]=[CH:24][C:18]=4[S:17](=[O:26])(=[O:25])[CH2:16][CH2:15]3)[CH:3]=2)[CH2:30][O:27][CH2:28]1. Procedure details: The title compound was prepared in analogy to Example 6-1 in Scheme 52 by using [4-chloro-2-(1,1-dioxido-2,3-dihydro-1,4-benzothiazepin-4(5H)-yl)quinolin-6-yl]methanol and oxetane-3,3-diyldimethanamine. MS obsd. (ESI+) [(M+H)+] 469, 1H NMR (400 MHz, DMSO-d6) δ ppm 7.93 (d, 1 H), 7.83 (m, 1 H), 7.75 (s, 1 H), 7.59 (m, 1 H), 7.42 (m, 1 H), 7.34 (s, 2 H), 7.25 (t, 1 H), 6.13 (s, 1 H), 5.10 (t, 1 H), 5.04 (s, 2 H), 4.47 (d, 2 H), 4.34 (m, 6 H), 3.58 (d, 2 H), 3.52 (d, 2 H), 2.96 (t, 2 H), 1.79 (m, 2... Reactants: Cn1cc(Br)nc(Br)c1=O, CC(C)O, CC(C)(C)OC(=O)N1CCC(c2ccc(N)cc2)CC1. The product is Cn1cc(Br)nc(Nc2ccc(C3CCN(C(=O)OC(C)(C)C)CC3)cc2)c1=O. RXN SMILES: [Br:21][c:22]1[c:23](=[O:30])[n:24]([CH3:29])[cH:25][c:26]([Br:28])[n:27]1.[CH:31]([OH:32])([CH3:33])[CH3:34].[NH2:1][c:2]1[cH:3][cH:4][c:5]([CH:8]2[CH2:9][CH2:10][N:11]([C:14](=[O:15])[O:16][C:17]([CH3:18])([CH3:19])[CH3:20])[CH2:12][CH2:13]2)[cH:6][cH:7]1>>[NH:1]([c:2]1[cH:3][cH:4][c:5]([CH:8]2[CH2:9][CH2:10][N:11]([C:14](=[O:15])[O:16][C:17]([CH3:18])([CH3:19])[CH3:20])[CH2:12][CH2:13]2)[cH:6][cH:7]1)[c:22]1[c:23](=[O:30])[n:24]([CH3:29])[cH:25][c:26]([Br:28])[n:27]1. Starting materials: 44, N1=C(N)N=C(N)N=C1N (melamine), C=O (formaldehyde), NC(=O)N (urea), C=O (formalin), [OH-].[Na+] (sodium hydroxide). The solvent is O (water). Reaction conditions: temperature 65 celsius, time 3 hour. Product: N1=C(N)N=C(N)N=C1N.C=O (melamine formalin). RXN SMILES: [N:1]1[C:8]([NH2:9])=[N:7][C:5]([NH2:6])=[N:4][C:2]=1[NH2:3].C=O.N[C:13](N)=[O:14].[OH-].[Na+]>O>[N:1]1[C:8]([NH2:9])=[N:7][C:5]([NH2:6])=[N:4][C:2]=1[NH2:3].[CH2:13]=[O:14] |f:3.4,6.7|. Procedure details: A melamine/formalin prepolymer solution obtained by heating a mixture of 44 parts of distilled water, 3.9 parts of melamine, and 6.5 parts of 37% formaldehyde solution (formalin) to 60° C. for 30 minutes was added to the emulsified dispersions described above and the pH thereof was adjusted to 6.0. Then, the temperature of the mixture was raised to 65° C., and the mixture was stirred for 3 hours to perform reaction. To the reaction mixture was added 7.7 parts of urea to treat remaining formalin ... Reactants: OC1=CC=C(C=C1)C=1OC2=C(C1C(C1=CC(=CC(=C1)C)C)=O)C=CC=C2 (2-p-hydroxyphenyl-3-(3',5'-dimethylbenzoyl)benzofuran), CN(CCCCl)C (3-dimethylaminopropyl chloride). Product: CN(CCCOC1=CC=C(C=C1)C=1OC2=C(C1C(C1=CC(=CC(=C1)C)C)=O)C=CC=C2)C (2-[4'-(3-Dimethylaminopropoxy)phenyl]-3-(3',5'-dimethylbenzoyl)benzofuran). RXN SMILES: [OH:1][C:2]1[CH:7]=[CH:6][C:5]([C:8]2[O:9][C:10]3[CH:26]=[CH:25][CH:24]=[CH:23][C:11]=3[C:12]=2[C:13](=[O:22])[C:14]2[CH:19]=[C:18]([CH3:20])[CH:17]=[C:16]([CH3:21])[CH:15]=2)=[CH:4][CH:3]=1.[CH3:27][N:28]([CH3:33])[CH2:29][CH2:30][CH2:31]Cl>>[CH3:27][N:28]([CH3:33])[CH2:29][CH2:30][CH2:31][O:1][C:2]1[CH:3]=[CH:4][C:5]([C:8]2[O:9][C:10]3[CH:26]=[CH:25][CH:24]=[CH:23][C:11]=3[C:12]=2[C:13](=[O:22])[C:14]2[CH:15]=[C:16]([CH3:21])[CH:17]=[C:18]([CH3:20])[CH:19]=2)=[CH:6][CH:7]=1. Procedure details: Reaction of 2-p-hydroxyphenyl-3-(3',5'-dimethylbenzoyl)benzofuran with 3-dimethylaminopropyl chloride according to the procedure described in Example 7 gave the title compound. Reactants: ClC1=C(C(=NC=C1)OC)C1=NC=2C(=CC=3C(N(C(C3C2)=O)C)=O)N1 (2-(4-Chloro-2-methoxypyridin-3-yl)-6-methylimidazo[4,5-f]isoindole-5,7(1H,6H)-dione), Cl (HCl). Run in O1CCOCC1 (1,4-dioxane). Product: ClC1=C(C(NC=C1)=O)C1=NC=2C(=CC=3C(N(C(C3C2)=O)C)=O)N1 (2-(4-Chloro-2-oxo-1,2-dihydropyridin-3-yl)-6-methylimidazo[4,5-f]isoindole-5,7(1H,6H)-dione). Reaction SMILES: [Cl:1][C:2]1[CH:7]=[CH:6][N:5]=[C:4]([O:8]C)[C:3]=1[C:10]1[NH:24][C:13]2=[CH:14][C:15]3[C:16](=[O:23])[N:17]([CH3:22])[C:18](=[O:21])[C:19]=3[CH:20]=[C:12]2[N:11]=1.Cl>O1CCOCC1>[Cl:1][C:2]1[CH:7]=[CH:6][NH:5][C:4](=[O:8])[C:3]=1[C:10]1[NH:11][C:12]2=[CH:20][C:19]3[C:18](=[O:21])[N:17]([CH3:22])[C:16](=[O:23])[C:15]=3[CH:14]=[C:13]2[N:24]=1. Procedure: 2-(4-Chloro-2-methoxypyridin-3-yl)-6-methylimidazo[4,5-f]isoindole-5,7(1H,6H)-dione (2.0 g, 5.84 mmol) was suspended in 50 mL of 1,4-dioxane at rt. Concentrated HCl (10 mL) was added. The reaction mixture was stirred and heated to reflux for 6 h. Then, it was evaporated to dryness to afford a pale-yellow solid product as a HCl salt. MS: 327.9 [M−H]−. 1H NMR (DMSO-d6, 500 MHz): δ 8.11 (s, 2H), 8.01 (s, 1H), 7.77 (d, 1H, J=7.0 Hz), 6.63 (d, 1H, J=7.0 Hz), 3.06 (s, 3H). Starting materials: NC(=O)c1cc(-c2ccc(F)cc2F)sc1N(Cc1ccccc1)C(=O)[O-], CCO. Product: NC(=O)c1cc(-c2ccc(F)cc2F)sc1N. As a reaction SMILES: [CH2:1]([c:5]1[cH:6][cH:7][cH:9][cH:10][cH:11]1)[N:8]([C:2](=[O:3])[O-:4])[c:12]1[s:13][c:14](-[c:20]2[c:21]([F:27])[cH:22][c:23]([F:26])[cH:24][cH:25]2)[cH:15][c:16]1[C:17](=[O:18])[NH2:19].[CH3:28][CH2:29][OH:30]>>[NH2:8][c:12]1[s:13][c:14](-[c:20]2[c:21]([F:27])[cH:22][c:23]([F:26])[cH:24][cH:25]2)[cH:15][c:16]1[C:17](=[O:18])[NH2:19]. Reactants: CCCCCOc1ccc(B(O)O)cc1, O=C(O)c1ccc(-c2ccc(I)cc2)cc1, [Na+], [Na+], O=C([O-])[O-], O, OCCO, O=S(=O)(O)O. The product is CCCCCOc1ccc(-c2ccc(-c3ccc(C(=O)O)cc3)cc2)cc1. Reaction SMILES: [CH2:17]([CH2:18][CH2:19][CH2:20][CH3:21])[O:22][c:23]1[cH:24][cH:25][c:26]([B:29]([OH:30])[OH:31])[cH:27][cH:28]1.[I:1][c:2]1[cH:3][cH:4][c:5](-[c:8]2[cH:9][cH:10][c:11]([C:14](=[O:15])[OH:16])[cH:12][cH:13]2)[cH:6][cH:7]1.[Na+:32].[Na+:33].[O-:34][C:35](=[O:36])[O-:37].[OH2:43].[OH:44][CH2:45][CH2:46][OH:47].[S:38](=[O:39])(=[O:40])([OH:41])[OH:42]>>[c:2]1(-[c:26]2[cH:25][cH:24][c:23]([O:22][CH2:17][CH2:18][CH2:19][CH2:20][CH3:21])[cH:28][cH:27]2)[cH:3][cH:4][c:5](-[c:8]2[cH:9][cH:10][c:11]([C:14](=[O:15])[OH:16])[cH:12][cH:13]2)[cH:6][cH:7]1.